Dataset: the Open Reaction Database (ORD), a public repository of structured organic reaction records. Task: describe an organic reaction: reactants, conditions, products, and yield Starting materials: NC(=S)N (thiourea), C[O-].[Na+] (sodium methanolate), CN(/C=C/C(C(OC)OC)=O)C ((E)-4-(dimethylamino)-1,1-dimethoxybut-3-en-2-one). Run in CO (methanol), CO (methanol). Conditions: time 2 hour. Product: COC(C1=NC(=NC=C1)[S-])OC.[Na+] (Sodium 4-(dimethoxymethyl)pyrimidine-2-thiolate). RXN SMILES: [NH2:1][C:2]([NH2:4])=[S:3].C[O-].[Na+:7].CN(C)/[CH:10]=[CH:11]/[C:12](=O)[CH:13]([O:16][CH3:17])[O:14][CH3:15]>CO>[CH3:15][O:14][CH:13]([O:16][CH3:17])[C:12]1[CH:11]=[CH:10][N:4]=[C:2]([S-:3])[N:1]=1.[Na+:7] |f:1.2,5.6|. Procedure: A solution of thiourea (64.7 g, 850 mmol, 1.13 equiv.), sodium methanolate (95%, 40.5 g, 751 mmol, 1.0 equiv.) in methanol (500 mL, 1.5 M) was stirred at room temperature for 30 minutes. A solution of (E)-4-(dimethylamino)-1,1-dimethoxybut-3-en-2-one (1) (130 g, 751 mmol) in methanol (200 mL) was added and the reaction stirred at room temperature for 2 h. The crude sodium 4-(dimethoxymethyl)pyrimidine-2-thiolate (2) was used directly in the next step without further purification. LC-MS m/z 209 (... Reactants: C(C)(=O)OC=1C=C(C=O)C=CC1 (3-Acetoxybenzaldehyde), [C-]#N.[Na+] (sodium cyanide), C(\C=C\C)#N (crotononitrile). The solvent is CN(C=O)C (dimethylformamide). Yields the product C(C)(=O)OC=1C=C(C(=O)C(CC#N)C)C=CC1 (3-(3-acetoxybenzoyl)-butyronitrile). As a reaction SMILES: [C:1]([O:4][C:5]1[CH:6]=[C:7]([CH:10]=[CH:11][CH:12]=1)[CH:8]=[O:9])(=[O:3])[CH3:2].[C-]#N.[Na+].[C:16](#[N:20])/[CH:17]=[CH:18]/[CH3:19]>CN(C)C=O>[C:1]([O:4][C:5]1[CH:6]=[C:7]([CH:10]=[CH:11][CH:12]=1)[C:8]([CH:18]([CH3:19])[CH2:17][C:16]#[N:20])=[O:9])(=[O:3])[CH3:2] |f:1.2|. Reported procedure: 3-Acetoxybenzaldehyde was treated with sodium cyanide and crotononitrile in dimethylformamide in a similar manner to that described in Example 14(i) to give 3-(3-acetoxybenzoyl)-butyronitrile. The reactants are compound, 1.9A, C(C)(=O)C=1C=C2C3=C(NC2=CC1)N(C(C(=C3)C3=C(C=C(C=C3)Cl)Cl)=O)C (6-acetyl-3-(2,4-dichlorophenyl)-1-methyl-1,9-dihydro-2H-pyrido[2,3-b]indol-2-one), C([O-])([O-])=O.[Cs+].[Cs+] (caesium carbonate), ClC(C(=O)[O-])(F)F.[Na+] (sodium chlorodifluoroacetate). Solvent: O (water), O (water), CN(C)C=O (DMF). Conditions: temperature 100 celsius. Product: C(C)(=O)C=1C=C2C3=C(N(C2=CC1)C(F)F)N(C(C(=C3)C3=C(C=C(C=C3)Cl)Cl)=O)C (6-Acetyl-3-(2,4-dichlorophenyl)-9-difluoromethyl-1-methyl-1,9-dihydropyrido[2,3-b]indol-2-one). Reaction SMILES: [C:1]([C:4]1[CH:5]=[C:6]2[C:10](=[CH:11][CH:12]=1)[NH:9][C:8]1[N:13]([CH3:26])[C:14](=[O:25])[C:15]([C:17]3[CH:22]=[CH:21][C:20]([Cl:23])=[CH:19][C:18]=3[Cl:24])=[CH:16][C:7]2=1)(=[O:3])[CH3:2].C(=O)([O-])[O-].[Cs+].[Cs+].Cl[C:34]([F:39])([F:38])C([O-])=O.[Na+]>CN(C=O)C.O>[C:1]([C:4]1[CH:5]=[C:6]2[C:10](=[CH:11][CH:12]=1)[N:9]([CH:34]([F:39])[F:38])[C:8]1[N:13]([CH3:26])[C:14](=[O:25])[C:15]([C:17]3[CH:22]=[CH:21][C:20]([Cl:23])=[CH:19][C:18]=3[Cl:24])=[CH:16][C:7]2=1)(=[O:3])[CH3:2] |f:1.2.3,4.5|. Procedure: 460 mg (1.19 mmol) of compound from preparation 1.9A, 6-acetyl-3-(2,4-dichlorophenyl)-1-methyl-1,9-dihydro-2H-pyrido[2,3-b]indol-2-one, are dissolved in 7 ml of DMF and 2 ml of water. 543 mg (1.67 mmol) of caesium carbonate and 419 mg (2.75 mmol) of sodium chlorodifluoroacetate are added. The mixture is heated at 100° C. for 48 hours. It is allowed to return to ambient temperature. The reaction medium is poured into water, and the precipitate formed is filtered off and washed with water. The pro... Starting materials: C(C)(=O)OCC (ethyl acetate), C(C)NC1=NC(=NC=C1C=O)SC (4-ethylamino-2-(methylthio)pyrimidine-5-carbaldehyde), BrC1=CC(=C(C=C1)CC(=O)OCC)Cl (ethyl 4-bromo-2-chlorophenylacetate), C([O-])([O-])=O.[Cs+].[Cs+] (cesium carbonate), ice water. Run in CC(=O)N(C)C (dimethylacetamide). Reaction conditions: temperature 100 celsius, time 2 hour. Yields the product BrC1=CC(=C(C=C1)C1=CC2=C(N=C(N=C2)SC)N(C1=O)CC)Cl (6-(4-bromo-2-chlorophenyl)-8-ethyl-2-(methylthio)pyrido[2,3-d]pyrimidin-7(8H)-one). Isolated yield 14.4%. RXN SMILES: [CH2:1]([NH:3][C:4]1[C:9]([CH:10]=O)=[CH:8][N:7]=[C:6]([S:12][CH3:13])[N:5]=1)[CH3:2].[Br:14][C:15]1[CH:20]=[CH:19][C:18]([CH2:21][C:22]([O:24]CC)=O)=[C:17]([Cl:27])[CH:16]=1.C(=O)([O-])[O-].[Cs+].[Cs+].C(OCC)(=O)C>CC(N(C)C)=O>[Br:14][C:15]1[CH:20]=[CH:19][C:18]([C:21]2[C:22](=[O:24])[N:3]([CH2:1][CH3:2])[C:4]3[N:5]=[C:6]([S:12][CH3:13])[N:7]=[CH:8][C:9]=3[CH:10]=2)=[C:17]([Cl:27])[CH:16]=1 |f:2.3.4|. Procedure details: To a solution of 4-ethylamino-2-(methylthio)pyrimidine-5-carbaldehyde (9, 1.00 g, 5.07 mmol) in anhydrous dimethylacetamide (10 mL) was added ethyl 4-bromo-2-chlorophenylacetate (1.70 g, 6.12 mmol) and cesium carbonate (3.30 g, 10.13 mmol). The reaction mixture was stirred at 100° C. for 2 h. The mixture was poured into ice water and the orange solid was collected, washed with water, dried and purified by Teledyne-Isco using a hexane:ethyl acetate gradient (1:0→4:1) to afford the title compound ...